This data is from the Open Reaction Database (ORD), a public repository of structured organic reaction records. The task is: describe an organic reaction: reactants, conditions, products, and yield Reactants: [OH-].[Na+] (sodium hydroxide), C(C)(=O)OCCCCN1C=C(C2=CC=CN=C12)C=O (1-(4-acetoxybutyl)-7-azaindole-3-carboxaldehyde). The solvent is O (water), CO (methanol). Reaction conditions: temperature 60 celsius. Yields the product OCCCCN1C=C(C2=CC=CN=C12)C=O (1-(4-Hydroxybutyl)-7-azaindole-3-carboxaldehyde). Isolated yield 78.0%. RXN SMILES: [OH-].[Na+].C([O:6][CH2:7][CH2:8][CH2:9][CH2:10][N:11]1[C:19]2[C:14](=[CH:15][CH:16]=[CH:17][N:18]=2)[C:13]([CH:20]=[O:21])=[CH:12]1)(=O)C>O.CO>[OH:6][CH2:7][CH2:8][CH2:9][CH2:10][N:11]1[C:19]2[C:14](=[CH:15][CH:16]=[CH:17][N:18]=2)[C:13]([CH:20]=[O:21])=[CH:12]1 |f:0.1|. Procedure: A solution of sodium hydroxide (0.2 g, 17.5 mmol) in water (35 ml) was added to a solution of 1-(4-acetoxybutyl)-7-azaindole-3-carboxaldehyde (2.3 g, 8.8 mmol) in methanol (40 ml). The mixture was heated at 60° C. for 0.5 h, then the solvent was evaporated to dryness. The residue was dissolved in a mixture of ethyl acetate and water (50 ml:50 ml) and the water layer was separated out. The organic phase was washed with water, dried over magnesium sulfate, filtered and evaporated to dryness. The r...